This data is from the Open Reaction Database (ORD), a public repository of structured organic reaction records. The task is: describe an organic reaction: reactants, conditions, products, and yield Reactants: FC1=CC(=C(C=C1)[Mg]Br)C (4-fluoro-2-methyl-phenyl magnesium bromide), ClC(=O)[O-] (chloroformate), COC1=CC=NC=C1 (4-methoxypyridine), C1CCOC1 (THF), C1CCOC1 (THF). Run at temperature -78 celsius, time 15 minute. Yields the product FC1=CC(=C(C=C1)[C@@H]1N(C=CC(C1)=O)C(=O)O[C@H]1[C@@H](CC[C@H](C1)C)C(C)C)C (2-(R)-(4-Fluoro-2-methyl-phenyl)-4-oxo-3,4-dihydro-2H-pyridine-1-carboxylic acid, (1R, 2S, 5R)-2-isopropyl-5-methyl-cyclohexyl ester). RXN SMILES: Cl[C:2]([O-:4])=[O:3].C[O:6][C:7]1[CH:12]=[CH:11][N:10]=[CH:9][CH:8]=1.[F:13][C:14]1[CH:19]=[CH:18][C:17]([Mg]Br)=[C:16]([CH3:22])[CH:15]=1.[CH2:23]1[CH2:27]O[CH2:25][CH2:24]1>>[F:13][C:14]1[CH:19]=[CH:18][C:17]([C@H:11]2[CH2:12][C:7](=[O:6])[CH:8]=[CH:9][N:10]2[C:2]([O:4][C@@H:23]2[CH2:27][C@H:14]([CH3:19])[CH2:15][CH2:25][C@H:24]2[CH:16]([CH3:22])[CH3:17])=[O:3])=[C:16]([CH3:22])[CH:15]=1. Procedure details: A solution of (−)-mentyl chloroformate (3.53 mL) in dry THF (15 mL) was added to a solution of 4-methoxypyridine (1.52 mL) in dry THF (35 mL) previously cooled to −78° C. under a nitrogen atmosphere. After 15 minutes, the solution containing the 4-fluoro-2-methyl-phenyl magnesium bromide was added drop-wise, and the mixture was stirred at −78° C. for 1 hour. The reaction was quenched by the addition of 1 M hydrochloric acid solution (20 mL), warmed to r.t. and stirred at 23° C. for 30 minutes. A... The reactants are ClC1=C(C=CC(=C1)OC=1C2=C(N=CN1)N(C(=C2)C2=CC=C(C=C2)OCCCN(CC)CC)COCC[Si](C)(C)C)N (2-chloro-4-[6-[4-(3-diethylaminopropoxy)phenyl]-7-(2-trimethylsilanylethoxymethyl)-7H-pyrrolo[2,3-d]pyrimidin-4-yloxy]phenylamine), same reagent, O (water), C1(CC1)NC(OC1=CC=CC=C1)=O (phenyl cyclopropylcarbamate), C1(CC1)NC(OC1=CC=CC=C1)=O (phenyl cyclopropylcarbamate). The solvent is CS(=O)C (dimethylsulfoxide). Reaction conditions: temperature 80 celsius, time 1.5 hour. Yields the product ClC1=C(C=CC(=C1)OC=1C2=C(N=CN1)N(C(=C2)C2=CC=C(C=C2)OCCCN(CC)CC)COCC[Si](C)(C)C)NC(=O)NC2CC2 (1-{2-Chloro-4-[6-[4-(3-diethylaminopropoxy)phenyl]-7-(2-trimethylsilanylethoxymethyl)-7H-pyrrolo[2,3-d]pyrimidin-4-yloxy]phenyl}-3-cyclopropylurea). Reaction SMILES: [Cl:1][C:2]1[CH:7]=[C:6]([O:8][C:9]2[C:10]3[CH:17]=[C:16]([C:18]4[CH:23]=[CH:22][C:21]([O:24][CH2:25][CH2:26][CH2:27][N:28]([CH2:31][CH3:32])[CH2:29][CH3:30])=[CH:20][CH:19]=4)[N:15]([CH2:33][O:34][CH2:35][CH2:36][Si:37]([CH3:40])([CH3:39])[CH3:38])[C:11]=3[N:12]=[CH:13][N:14]=2)[CH:5]=[CH:4][C:3]=1[NH2:41].[CH:42]1([NH:45][C:46](=O)[O:47]C2C=CC=CC=2)[CH2:44][CH2:43]1.O>CS(C)=O>[Cl:1][C:2]1[CH:7]=[C:6]([O:8][C:9]2[C:10]3[CH:17]=[C:16]([C:18]4[CH:19]=[CH:20][C:21]([O:24][CH2:25][CH2:26][CH2:27][N:28]([CH2:29][CH3:30])[CH2:31][CH3:32])=[CH:22][CH:23]=4)[N:15]([CH2:33][O:34][CH2:35][CH2:36][Si:37]([CH3:38])([CH3:39])[CH3:40])[C:11]=3[N:12]=[CH:13][N:14]=2)[CH:5]=[CH:4][C:3]=1[NH:41][C:46]([NH:45][CH:42]1[CH2:44][CH2:43]1)=[O:47]. Procedure details: After dissolving the 2-chloro-4-[6-[4-(3-diethylaminopropoxy)phenyl]-7-(2-trimethylsilanylethoxymethyl)-7H-pyrrolo[2,3-d]pyrimidin-4-yloxy]phenylamine synthesized in Production Example 160-2 in 0.6 ml of dimethylsulfoxide, 23 mg of phenyl cyclopropylcarbamate was added and the mixture was stirred at 80° C. for 1.5 hours. After further adding 75 mg of phenyl cyclopropylcarbamate and stirring at 100° C. for 5 hours, 70 mg of the same reagent was added prior to stirring overnight. The mixture was t...